Dataset: the Open Reaction Database (ORD), a public repository of structured organic reaction records. Task: describe an organic reaction: reactants, conditions, products, and yield The reactants are CC(=O)OCC1=C(N2[C@@H]([C@@H](C2=O)NC(=O)CC3=CC=CS3)SC1)C(=O)O (cephalothin), CO (methanol), CC(=O)OCC1=C(N2[C@@H]([C@@H](C2=O)N)SC1)C(=O)O (7-ACA). The solvent is O1CCOCC1 (dioxane). Product: 7, S1C(=CC=C1)CC(=O)O (thienylactic acid). As a reaction SMILES: CO.CC(OC[C:8]1[CH2:17][S:16][C@@H:11]2[C@H:12](N)[C:13](=[O:14])N2[C:9]=1C(O)=O)=O.CC(OCC1CS[C@@H]2[C@H](NC(CC3SC=CC=3)=O)C(=O)N2C=1C(O)=O)=[O:23]>O1CCOCC1>[S:16]1[CH:17]=[CH:8][CH:9]=[C:11]1[CH2:12][C:13]([OH:14])=[O:23]. Reported procedure: A solution of 15 mM of 7 ACA and 400 mM of thienylactic acid in 50% dioxane/50% acetate 50 mM is prepared at a ph 6. The column is thermostatized at 25° C., the flow and volume of the derivative are the same as in example 1. The moveable phase that we use for HPLC is 30% methanol/70% phosphate, 0.067M at a pH of 4.7, the rest of the conditions are maintained like those in example 1. After attaining the balance, the degree of conversion of 7-ACA into cephalothin is above 95%.